Dataset: the Open Reaction Database (ORD), a public repository of structured organic reaction records. Task: describe an organic reaction: reactants, conditions, products, and yield The reactants are NC(=O)c1cc(Br)ccn1, O=C([O-])[O-], Cc1ccccc1, ClC(Cl)Cl, NS(=O)(=O)c1cc2cccc(Cl)c2nc1-c1ccccc1Cl, [Cs+], [Cs+], N#N, O=C(C=Cc1ccccc1)C=Cc1ccccc1, O=C(C=Cc1ccccc1)C=Cc1ccccc1, O=C(C=Cc1ccccc1)C=Cc1ccccc1, [Pd], [Pd]. Product: NC(=O)c1cc(NS(=O)(=O)c2cc3cccc(Cl)c3nc2-c2ccccc2Cl)ccn1. As a reaction SMILES: [Br:7][c:8]1[cH:9][c:10]([C:14](=[O:15])[NH2:16])[n:11][cH:12][cH:13]1.[C:1](=[O:2])([O-:3])[O-:4].[CH3:101][c:102]1[cH:103][cH:104][cH:105][cH:106][cH:107]1.[CH:97]([Cl:98])([Cl:99])[Cl:100].[Cl:17][c:18]1[cH:19][cH:20][cH:21][c:22]2[cH:23][c:24]([S:35](=[O:36])(=[O:37])[NH2:38])[c:25](-[c:28]3[c:29]([Cl:34])[cH:30][cH:31][cH:32][cH:33]3)[n:26][c:27]12.[Cs+:5].[Cs+:6].[N:39]#[N:40].[O:43]=[C:44]([CH:45]=[CH:46][c:47]1[cH:48][cH:49][cH:50][cH:51][cH:52]1)[CH:53]=[CH:54][c:55]1[cH:56][cH:57][cH:58][cH:59][cH:60]1.[O:61]=[C:62]([CH:63]=[CH:64][c:65]1[cH:66][cH:67][cH:68][cH:69][cH:70]1)[CH:71]=[CH:72][c:73]1[cH:74][cH:75][cH:76][cH:77][cH:78]1.[O:79]=[C:80]([CH:81]=[CH:82][c:83]1[cH:84][cH:85][cH:86][cH:87][cH:88]1)[CH:89]=[CH:90][c:91]1[cH:92][cH:93][cH:94][cH:95][cH:96]1.[Pd:41].[Pd:42]>>[c:8]1([NH:38][S:35]([c:24]2[cH:23][c:22]3[cH:21][cH:20][cH:19][c:18]([Cl:17])[c:27]3[n:26][c:25]2-[c:28]2[c:29]([Cl:34])[cH:30][cH:31][cH:32][cH:33]2)(=[O:36])=[O:37])[cH:9][c:10]([C:14](=[O:15])[NH2:16])[n:11][cH:12][cH:13]1. The reactants are C(C)OC(=O)C1(C(C1C=C(Cl)Cl)(C)C)C(=O)OCC (2,2-dimethyl-3-(2',2'-dichlorovinyl)-cyclopropane-1,1-dicarboxylic acid diethyl ester), O=P1(C=CCC1)C (1-oxo-1-methyl-phospholine), [Cl-].[Na+] (sodium chloride). Run in O (water), O (water). Product: C(C)OC(=O)C1C(C1C=C(Cl)Cl)(C)C (2,2-dimethyl-3-(2',2'-dichlorovinyl)-cyclopropane-1-carboxylic acid ethyl ester). Yield: 89.8%. Reaction SMILES: [CH2:1]([O:3][C:4]([C:6]1(C(OCC)=O)[CH:8]([CH:9]=[C:10]([Cl:12])[Cl:11])[C:7]1([CH3:14])[CH3:13])=[O:5])[CH3:2].O=P1(C)CCC=C1.[Cl-].[Na+]>O>[CH2:1]([O:3][C:4]([CH:6]1[CH:8]([CH:9]=[C:10]([Cl:11])[Cl:12])[C:7]1([CH3:13])[CH3:14])=[O:5])[CH3:2] |f:2.3|. Reported procedure: 30 g (0.1 mol) of 2,2-dimethyl-3-(2',2'-dichlorovinyl)-cyclopropane-1,1-dicarboxylic acid diethyl ester, 50 ml of 1-oxo-1-methyl-phospholine, 6 g of sodium chloride and 4 ml of water were heated to 175° C. for 9 hours. The mixture was then cooled, poured into 150 ml of water and extracted with petroleum ether. After drying with MgSO4, the mixture was fractionally distilled. 21.3 g (=90% of theory) of 2,2-dimethyl-3-(2',2'-dichlorovinyl)-cyclopropane-1-carboxylic acid ethyl ester of boiling point...